This data is from the Open Reaction Database (ORD), a public repository of structured organic reaction records. The task is: describe an organic reaction: reactants, conditions, products, and yield The reactants are NC[C@H]1N(CCC[C@H]1C)C(=O)C1=C(C=CC(=C1)C)N1N=CC(=N1)C (((2S,3R)-2-(aminomethyl)-3-methylpiperidin-1-yl)(5-methyl-2-(4-methyl-2H-1,2,3-triazol-2-yl)phenyl)methanone), ClC=1N=NC(=CC1)C(F)(F)F (3-chloro-6-(trifluoromethyl)pyridazine). The product is C[C@H]1[C@H](N(CCC1)C(=O)C1=C(C=CC(=C1)C)N1N=CC(=N1)C)CNC=1N=NC(=CC1)C(F)(F)F (((2S,3R)-3-Methyl-2-(((6-(trifluoromethyl)pyridazin-3-yl)amino)methyl)piperidin-1-yl)(5-methyl-2-(4-methyl-2H-1,2,3-triazol-2-yl)phenyl)methanone). Reaction SMILES: [NH2:1][CH2:2][C@@H:3]1[C@H:8]([CH3:9])[CH2:7][CH2:6][CH2:5][N:4]1[C:10]([C:12]1[CH:17]=[C:16]([CH3:18])[CH:15]=[CH:14][C:13]=1[N:19]1[N:23]=[C:22]([CH3:24])[CH:21]=[N:20]1)=[O:11].Cl[C:26]1[N:27]=[N:28][C:29]([C:32]([F:35])([F:34])[F:33])=[CH:30][CH:31]=1>>[CH3:9][C@@H:8]1[CH2:7][CH2:6][CH2:5][N:4]([C:10]([C:12]2[CH:17]=[C:16]([CH3:18])[CH:15]=[CH:14][C:13]=2[N:19]2[N:23]=[C:22]([CH3:24])[CH:21]=[N:20]2)=[O:11])[C@@H:3]1[CH2:2][NH:1][C:26]1[N:27]=[N:28][C:29]([C:32]([F:35])([F:34])[F:33])=[CH:30][CH:31]=1. Procedure details: The title compound was prepared following the same general protocol as described for Example A1, using ((2S,3R)-2-(aminomethyl)-3-methylpiperidin-1-yl)(5-methyl-2-(4-methyl-2H-1,2,3-triazol-2-yl)phenyl)methanone and 3-chloro-6-(trifluoromethyl)pyridazine. ESI-MS (m/z): 474 [M+1]+. Reactants: ClCC1=CC=C(C=O)O1 (5-(Chloromethyl)furfural), C(C)O (ethanol). Conditions: time 8 hour. The product is C(C)OCC1=CC=C(C=O)O1 (5-(Ethoxymethyl)furfural). Yield: 95.0%. RXN SMILES: Cl[CH2:2][C:3]1[O:9][C:6]([CH:7]=[O:8])=[CH:5][CH:4]=1.[CH2:10]([OH:12])[CH3:11]>>[CH2:10]([O:12][CH2:2][C:3]1[O:9][C:6]([CH:7]=[O:8])=[CH:5][CH:4]=1)[CH3:11]. Reported procedure: 5-(Chloromethyl)furfural (CMF, 1) (1.24 g, 8.58 mmol) was dissolved in absolute ethanol (60 mL) and the solution was stirred at room temperature for 8 h. The excess ethanol was recovered by distillation and the residue was chromatographed (silica gel, CH2Cl2:Et2O, 2:1) to give EMF (5) (1.26 g, 95%) as a pale yellow liquid, 1H NMR (CDCl3); 1.04 (t, 3H), 3.39 (q, 2H), 4.32 (s, 2H), 6.34 (d, 1H), 7.06 (d, 1H), 9.40 (s, 1H), 13C NMR (CDCl3); 14.1, 63.6, 65.3, 110.3, 121.8, 151.8, 157.9, 176.7.